This data is from the Open Reaction Database (ORD), a public repository of structured organic reaction records. The task is: describe an organic reaction: reactants, conditions, products, and yield Starting materials: BrB(Br)Br, ClCCl, COc1ccc(F)c(C=O)c1, O=Cc1cc(O)ccc1F. Product: OCc1cc(O)ccc1F. RXN SMILES: [B:22]([Br:23])([Br:24])[Br:25].[Cl:26][CH2:27][Cl:28].[F:11][c:12]1[cH:13][cH:14][c:15]([O:16][CH3:17])[cH:18][c:19]1[CH:20]=[O:21].[F:1][c:2]1[c:3]([CH:4]=[O:5])[cH:6][c:7]([OH:10])[cH:8][cH:9]1>>[F:1][c:2]1[c:3]([CH2:4][OH:5])[cH:6][c:7]([OH:10])[cH:8][cH:9]1. Yields the product NC1=NC(=CC=C1C(=O)C1=CC(=CC=C1)OC)NC1CCN(CC1)S(=O)(=O)C ([2-Amino-6-(1-methanesulfonyl-piperidin-4-ylamino)-pyridin-3-yl]-(3-methoxy-phenyl)-methanone). Procedure: The title compound was prepared from (2-Amino-6-chloro-pyridin-3-yl)-(3-methoxy-phenyl)-methanone (Example 17) and 1-methanesulfonyl-piperidin-4-ylamine (Step A, Example 6) using the procedure described in Step B. Example 6. HRMS, 405.1595 observed:, Calcd for (M+H)+: 405.1591. As a reaction SMILES: [NH2:1][C:2]1[C:7]([C:8]([C:10]2[CH:15]=[CH:14][CH:13]=[C:12]([O:16][CH3:17])[CH:11]=2)=[O:9])=[CH:6][CH:5]=[C:4](Cl)[N:3]=1.FC(F)(F)C(O)=O.[CH3:26][S:27]([N:30]1[CH2:35][CH2:34][CH:33]([NH2:36])[CH2:32][CH2:31]1)(=[O:29])=[O:28]>>[NH2:1][C:2]1[C:7]([C:8]([C:10]2[CH:15]=[CH:14][CH:13]=[C:12]([O:16][CH3:17])[CH:11]=2)=[O:9])=[CH:6][CH:5]=[C:4]([NH:36][CH:33]2[CH2:34][CH2:35][N:30]([S:27]([CH3:26])(=[O:29])=[O:28])[CH2:31][CH2:32]2)[N:3]=1 |f:1.2|. Starting materials: NC1=NC(=CC=C1C(=O)C1=CC(=CC=C1)OC)Cl ((2-Amino-6-chloro-pyridin-3-yl)-(3-methoxy-phenyl)-methanone), FC(C(=O)O)(F)F.CS(=O)(=O)N1CCC(CC1)N (1-methanesulfonyl-piperidin-4-ylamine; compound with trifluoro-acetic acid). The reactants are CC=1C=C(CC=2NC(C(=C(N2)SC)C#N)=O)C=CC1 (2-(3-methylbenzyl)-4-(methylsulphanyl)-6-oxo-1,6-dihydro-5-pyrimidinecarbonitrile), C1(CCCC1)N (cyclopentylamine). The solvent is C(C)#N (acetonitrile). Yields the product C1(CCCC1)NC=1N=C(NC(C1C#N)=O)CC1=CC(=CC=C1)C (4-(Cyclopentylamino)-2-(3-methylbenzyl)-6-oxo-1,6-dihydro-5-pyrimidinecarbonitrile). RXN SMILES: [CH3:1][C:2]1[CH:3]=[C:4]([CH:17]=[CH:18][CH:19]=1)[CH2:5][C:6]1[NH:7][C:8](=[O:16])[C:9]([C:14]#[N:15])=[C:10](SC)[N:11]=1.[CH:20]1([NH2:25])[CH2:24][CH2:23][CH2:22][CH2:21]1>C(#N)C>[CH:20]1([NH:25][C:10]2[N:11]=[C:6]([CH2:5][C:4]3[CH:17]=[CH:18][CH:19]=[C:2]([CH3:1])[CH:3]=3)[NH:7][C:8](=[O:16])[C:9]=2[C:14]#[N:15])[CH2:24][CH2:23][CH2:22][CH2:21]1. Procedure: 0.1 g (0.37 mmol) of 2-(3-methylbenzyl)-4-(methylsulphanyl)-6-oxo-1,6-dihydro-5-pyrimidinecarbonitrile is heated with 0.31 g (3.65 mmol) of cyclopentylamine in 3 ml of acetonitrile at 90° C. under argon overnight. After cooling to room temperature, the crude product is purified by preparative HPLC. 0.03 g (26% of theory) of the title compound is obtained as a colourless solid. RXN SMILES: [C:2]([O:3][C:4](=[O:5])[N:9]1[CH2:10][CH2:11][CH:12]([O:15][c:16]2[cH:17][cH:18][c:19]([C:22]([NH2:23])=[O:24])[cH:20][cH:21]2)[CH2:13][CH2:14]1)([CH3:6])([CH3:7])[CH3:8].[CH2:25]1[O:26][CH2:27][CH2:28][CH2:29]1.[ClH:1]>>[ClH:1].[NH:9]1[CH2:10][CH2:11][CH:12]([O:15][c:16]2[cH:17][cH:18][c:19]([C:22]([NH2:23])=[O:24])[cH:20][cH:21]2)[CH2:13][CH2:14]1. Starting materials: CC(C)(C)OC(=O)N1CCC(Oc2ccc(C(N)=O)cc2)CC1, C1CCOC1, Cl. Yields the product Cl, NC(=O)c1ccc(OC2CCNCC2)cc1. Reactants: [BH3-]C#N, C=O, C1CCOC1, CC(C)(C)OC(=O)Nc1ncnc2c1c(I)nn2-c1ccc(N)cc1, [Na+]. Yields the product CNc1ccc(-n2nc(I)c3c(NC(=O)OC(C)(C)C)ncnc32)cc1. As a reaction SMILES: [C:28]([BH3-:29])#[N:30].[CH2:26]=[O:27].[CH2:32]1[O:33][CH2:34][CH2:35][CH2:36]1.[NH2:1][c:2]1[cH:3][cH:4][c:5](-[n:8]2[n:9][c:10]([I:25])[c:11]3[c:12]2[n:13][cH:14][n:15][c:16]3[NH:17][C:18]([O:19][C:20]([CH3:21])([CH3:22])[CH3:23])=[O:24])[cH:6][cH:7]1.[Na+:31]>>[NH:1]([c:2]1[cH:3][cH:4][c:5](-[n:8]2[n:9][c:10]([I:25])[c:11]3[c:12]2[n:13][cH:14][n:15][c:16]3[NH:17][C:18]([O:19][C:20]([CH3:21])([CH3:22])[CH3:23])=[O:24])[cH:6][cH:7]1)[CH3:28]. The reactants are COc1ccc(CSC2CNC(C(N)=O)C2)cc1, Cl, Cl, [Na+], [OH-]. The product is COc1ccc(CSC2CNC(C(=O)O)C2)cc1. As a reaction SMILES: [C:2]([NH2:3])(=[O:4])[CH:5]1[NH:6][CH2:7][CH:8]([S:10][CH2:11][c:12]2[cH:13][cH:14][c:15]([O:18][CH3:19])[cH:16][cH:17]2)[CH2:9]1.[ClH:1].[ClH:22].[Na+:21].[OH-:20]>>[C:2](=[O:4])([CH:5]1[NH:6][CH2:7][CH:8]([S:10][CH2:11][c:12]2[cH:13][cH:14][c:15]([O:18][CH3:19])[cH:16][cH:17]2)[CH2:9]1)[OH:20]. Starting materials: CCOCC, [Li]C, COC(=O)C=C1CCCCC1, [Cl-], ClCCl, C[Si](C)(C)Cl, [Cu]I, [NH4+]. The product is COC(=O)CC1(C)CCCCC1. RXN SMILES: [CH2:21]([O:22][CH2:23][CH3:24])[CH3:25].[CH3:1][Li:2].[CH3:8][O:9][C:10]([CH:11]=[C:12]1[CH2:13][CH2:14][CH2:15][CH2:16][CH2:17]1)=[O:18].[Cl-:19].[Cl:28][CH2:29][Cl:30].[Cl:3][Si:4]([CH3:5])([CH3:6])[CH3:7].[Cu:26][I:27].[NH4+:20]>>[CH3:1][C:12]1([CH2:11][C:10]([O:9][CH3:8])=[O:18])[CH2:13][CH2:14][CH2:15][CH2:16][CH2:17]1. Reactants:  CC(C)(C(=O)OC)N, CC1=CC=C(C=C1)Cl. Reagents/catalysts: CC(C)(C)[O-].[Na+], CCCCP(C12CC3CC(C1)CC(C3)C2)C45CC6CC(C4)CC(C6)C5, CC(=O)O.CC(=O)O.[Pd]. Run in CC1=CC=CC=C1. Conditions: temperature 120 celsius. Yields the product CC1=CC=C(C=C1)NC(C)(C)C(=O)OC. Isolated yield 0.0%. Procedure details: A flask was loaded with diacetoxypalladium (6.39 mg, 0.03 mmol), BUTYLDI-1-ADAMANTYLPHOSPHINE (0.020 g, 0.06 mmol), sodium 2-methylpropan-2-olate (0.164 g, 1.71 mmol) and methyl 2-amino-2-methylpropanoate (0.2 g, 1.71 mmol). The flask was evacuated and backfilled and toluene (5ml) and 1-chloro-4-methylbenzene (0.168 ml, 1.42 mmol) was added.The mixture was stirred for 20h at 120°. No conversion of startingmaterial was observed. The reactants are ice water, C(C1=CC=CC=C1)OC1=C(C=C(C=C1)CCO)C (2-(4-benzyloxy-3-methylphenyl)ethanol), C1(CC1)CBr (cyclopropylmethyl bromide), [H-].[Na+] (sodium hydride). The solvent is CS(=O)C (dimethylsulphoxide). Run at temperature 75 celsius, time 48 hour. Product: C(C1=CC=CC=C1)OC1=C(C=C(C=C1)CCOCC1CC1)C (1-benzyloxy-2-methyl-4-[2-(cyclopropylmethoxy)ethyl]-benzene). Yield: 59.0%. Reaction SMILES: [H-].[Na+].[CH2:3]([O:10][C:11]1[CH:16]=[CH:15][C:14]([CH2:17][CH2:18][OH:19])=[CH:13][C:12]=1[CH3:20])[C:4]1[CH:9]=[CH:8][CH:7]=[CH:6][CH:5]=1.[CH:21]1([CH2:24]Br)[CH2:23][CH2:22]1>CS(C)=O>[CH2:3]([O:10][C:11]1[CH:16]=[CH:15][C:14]([CH2:17][CH2:18][O:19][CH2:24][CH:21]2[CH2:23][CH2:22]2)=[CH:13][C:12]=1[CH3:20])[C:4]1[CH:9]=[CH:8][CH:7]=[CH:6][CH:5]=1 |f:0.1|. Reported procedure: To a flask charged with redistilled dimethylsulphoxide (100 ml) and sodium hydride (50% dispersion, 4.28 g), at 60°-65° C. was added 2-(4-benzyloxy-3-methylphenyl)ethanol (18.0 g) followed by the dropwise addition of cyclopropylmethyl bromide (12.04 g). The reaction mixture was stirred at about 75° C. for 48 hours, poured on to ice-water (1000 ml) and extracted with vigorous stirring into diethyl ether (1000 ml). The ether layer was dried (MgSO4) and evaporated under reduced pressure to afford a... Reactants: CCO, COc1ccc([N+](=O)[O-])c2cc(C)oc12. Yields the product COc1ccc(N)c2cc(C)oc12. RXN SMILES: [CH3:16][CH2:17][OH:18].[CH3:1][O:2][c:3]1[cH:4][cH:5][c:6]([N+:13]([O-:14])=[O:15])[c:7]2[cH:8][c:9]([CH3:12])[o:10][c:11]12>>[CH3:1][O:2][c:3]1[cH:4][cH:5][c:6]([NH2:13])[c:7]2[cH:8][c:9]([CH3:12])[o:10][c:11]12.